Dataset: the Open Reaction Database (ORD), a public repository of structured organic reaction records. Task: describe an organic reaction: reactants, conditions, products, and yield Starting materials: N1C(=NCC1)CC=1C=CC(=C(C1)NS(=O)(=O)C)OC (N-[5-(4,5-dihydro-1H-imidazol-2-ylmethyl)-2-methoxy-phenyl]-methanesulfonamide), B(Br)(Br)Br (boron tribromide). Run in ClCCl (dichloromethane), ClCCl (dichloromethane). Run at time 3 hour. The product is Br.N1C(=NCC1)CC=1C=CC(=C(C1)NS(=O)(=O)C)O (N-[5-(4,5-dihydro-1H-imidazol-2-ylmethyl)-2-hydroxy-phenyl]-methanesulfonamide hydrobromide). As a reaction SMILES: [NH:1]1[CH2:5][CH2:4][N:3]=[C:2]1[CH2:6][C:7]1[CH:8]=[CH:9][C:10]([O:18]C)=[C:11]([NH:13][S:14]([CH3:17])(=[O:16])=[O:15])[CH:12]=1.B(Br)(Br)[Br:21]>ClCCl>[BrH:21].[NH:3]1[CH2:4][CH2:5][N:1]=[C:2]1[CH2:6][C:7]1[CH:8]=[CH:9][C:10]([OH:18])=[C:11]([NH:13][S:14]([CH3:17])(=[O:16])=[O:15])[CH:12]=1 |f:3.4|. Procedure details: A solution of 420 mg of N-[5-(4,5-dihydro-1H-imidazol-2-ylmethyl)-2-methoxy-phenyl]-methanesulfonamide (free base) in 24 ml of dichloromethane was cooled in an ice bath and treated with 10.3 ml of 1M boron tribromide in dichloromethane. Removed the ice bath, stirred at room temperature for 3 hr, added methanol, and evaporated. The residue was purified by flash chromatography on silica gel eluting with dichloromethane/methanol/concentrated ammonium hydroxide (85:5:3) and crystallized from ethanol...